The task is: describe an organic reaction: reactants, conditions, products, and yield. This data is from the Open Reaction Database (ORD), a public repository of structured organic reaction records. The reactants are Cl (hydrochloric acid), ClCCN(CCCl)C=1C=C(C(=O)OC)C=CC1 (methyl 3-[N,N-bis(2-chloroethyl)amino]benzoate). Run in O (water). The product is ClCCN(CCCl)C=1C=C(C(=O)O)C=CC1 (3-[N,N-Bis(2-chloroethyl)amino]benzoic acid), crystals. Yield: 100.0%. As a reaction SMILES: Cl.[Cl:2][CH2:3][CH2:4][N:5]([C:9]1[CH:10]=[C:11]([CH:16]=[CH:17][CH:18]=1)[C:12]([O:14]C)=[O:13])[CH2:6][CH2:7][Cl:8]>O>[Cl:2][CH2:3][CH2:4][N:5]([C:9]1[CH:10]=[C:11]([CH:16]=[CH:17][CH:18]=1)[C:12]([OH:14])=[O:13])[CH2:6][CH2:7][Cl:8]. Procedure details: Concentrated hydrochloric acid (40 ml) was added to 2.0 g (7.44 mmol) of methyl 3-[N,N-bis(2-chloroethyl)amino]benzoate, followed by stirring under heating for 3 hours over an oil bath which was controlled at 90° C. The reaction mixture was diluted with water. The resulting crystals were collected by filtration and then washed with 50% ethanol, whereby 1.95 g (7.44 mmol) of the title compound were obtained as white crystals (yield: quantitative).